This data is from the Open Reaction Database (ORD), a public repository of structured organic reaction records. The task is: describe an organic reaction: reactants, conditions, products, and yield As a reaction SMILES: Br[C:2]1[CH:3]=[C:4]([C@@H:8]2[C@@H:12]([C:13]3[CH:18]=[C:17]([F:19])[CH:16]=[CH:15][C:14]=3[F:20])[O:11][C:10](=[O:21])[NH:9]2)[CH:5]=[N:6][CH:7]=1.[C:22]([C:24]1[CH:29]=[CH:28][CH:27]=[CH:26][CH:25]=1)#[CH:23].C1(P(C2C=CC=CC=2)C2C=CC=CC=2)C=CC=CC=1>C(N(CC)CC)C.[Cu]I.Cl[Pd](Cl)([P](C1C=CC=CC=1)(C1C=CC=CC=1)C1C=CC=CC=1)[P](C1C=CC=CC=1)(C1C=CC=CC=1)C1C=CC=CC=1>[F:20][C:14]1[CH:15]=[CH:16][C:17]([F:19])=[CH:18][C:13]=1[C@H:12]1[O:11][C:10](=[O:21])[NH:9][C@@H:8]1[C:4]1[CH:5]=[N:6][CH:7]=[C:2]([C:23]#[C:22][C:24]2[CH:29]=[CH:28][CH:27]=[CH:26][CH:25]=2)[CH:3]=1 |^1:60,79|. The reagents and catalysts are [Cu]I (copper(I) iodide), Cl[Pd]([P](C1=CC=CC=C1)(C2=CC=CC=C2)C3=CC=CC=C3)([P](C4=CC=CC=C4)(C5=CC=CC=C5)C6=CC=CC=C6)Cl (dichlorobis(triphenylphosphine)-palladium(II)). Starting materials: BrC=1C=C(C=NC1)[C@H]1NC(O[C@@H]1C1=C(C=CC(=C1)F)F)=O ((4R,5R)-4-(5-bromopyridin-3-yl)-5-(2,5-difluorophenyl)oxazolidin-2-one), C(#C)C1=CC=CC=C1 (ethynylbenzene), C1(=CC=CC=C1)P(C1=CC=CC=C1)C1=CC=CC=C1 (triphenylphosphine). Yields the product FC1=C(C=C(C=C1)F)[C@@H]1[C@H](NC(O1)=O)C=1C=NC=C(C1)C#CC1=CC=CC=C1 ((4R,5R)-5-(2,5-difluorophenyl)-4-(5-(phenylethynyl)pyridin-3-yl)oxazolidin-2-one). Solvent: C(C)N(CC)CC (triethylamine). Procedure: To a stirred solution of optically enriched (4R,5R)-4-(5-bromopyridin-3-yl)-5-(2,5-difluorophenyl)oxazolidin-2-one (1.25 g, 3.25 mmol) in triethylamine (70 mL) was added ethynylbenzene (0.592 mL, 5.28 mmol), copper(I) iodide (67 mg, 0.352 mmol), and triphenylphosphine (653 mg, 2.464 mmol). Nitrogen was bubbled through the mixture for 10 minutes before adding dichlorobis(triphenylphosphine)-palladium(II) (202 mg, 0.282 mmol) with continued nitrogen gas bubbling. After an additional 10 minutes the... Yields the product C(C=C)C1=C(C=C(C=C1)I)[SiH](C)C (1-Allyldimethylsilyl-4-iodobenzene). Procedure: To a solution 1,4-diiodobenzene (16.5 g, 50 mmol) in dried THF (250 mL) at −78° C. was added n-butyllithium (22 mL, 2.5 M solution in hexanes, 55 mmol) over a period of 30 min. After being stirred for 10 min at −78° C., allylchlorodimethylsilane (6.7 g, 50 mmol) in was added dropwise over a period of 20 min, and the reaction mixture was warmed to room temperature. After stirring for 1 h at room temperature the reaction mixture was concentrated, and the residue was extracted with ether and brine.... RXN SMILES: I[C:2]1[CH:7]=[CH:6][C:5]([I:8])=[CH:4][CH:3]=1.[CH2:9]([Li])[CH2:10][CH2:11]C.[CH2:14]([Si:17](Cl)(C)[CH3:18])C=C>C1COCC1>[CH2:9]([C:2]1[CH:7]=[CH:6][C:5]([I:8])=[CH:4][C:3]=1[SiH:17]([CH3:18])[CH3:14])[CH:10]=[CH2:11]. Run in C1CCOC1 (THF). Run at temperature -78 celsius, time 10 minute. Starting materials: IC1=CC=C(C=C1)I (1,4-diiodobenzene), C(CCC)[Li] (n-butyllithium), C(C=C)[Si](C)(C)Cl (allylchlorodimethylsilane). Isolated yield 76.1%. Reactants: C(C)(C)[C@]1(CC(CC1)=O)C(=O)OCC1=CC=CC=C1 (Benzyl (1S)-1-isopropyl-3-oxocyclopentanecarboxylate). The reagents and catalysts are [Pd] (Pd/C). Run in CO (methanol). Run at time 2 hour. Yields the product C(C)(C)[C@]1(CC(CC1)=O)C(=O)O ((1S)-1-isopropyl-3-oxocyclopentanecarboxylic acid). RXN SMILES: [CH:1]([C@:4]1([C:10]([O:12]CC2C=CC=CC=2)=[O:11])[CH2:8][CH2:7][C:6](=[O:9])[CH2:5]1)([CH3:3])[CH3:2]>CO.[Pd]>[CH:1]([C@:4]1([C:10]([OH:12])=[O:11])[CH2:8][CH2:7][C:6](=[O:9])[CH2:5]1)([CH3:3])[CH3:2]. Procedure details: Benzyl (1S)-1-isopropyl-3-oxocyclopentanecarboxylate (1.27 g, 4.88 mmol) was combined with Pd/C (10% Degussa, 500 mg) in 20 mL of methanol and stirred under a hydrogen atmosphere (balloon) for 2 h. The reaction had only proceeded part way (˜30% conversion) so the reaction mixture was filtered, another portion of Pd/C (500 mg) was added, and the mixture was stirred under a hydrogen atmosphere for 5 h. Since the reaction had now gone to completion, the reaction mixture was filtered through celite ... Starting materials: IC1=C(C(=O)O)C=CC(=C1)F (2-iodo-4-fluorobenzoic acid), P(Cl)(Cl)(Cl)(Cl)Cl (phosphorus pentachloride). Solvent: C(C)OCC (diethyl ether). Reaction conditions: time 2 hour. Yields the product IC1=C(C(=O)Cl)C=CC(=C1)F (2-iodo-4-fluorobenzoyl chloride). RXN SMILES: [I:1][C:2]1[CH:10]=[C:9]([F:11])[CH:8]=[CH:7][C:3]=1[C:4](O)=[O:5].P(Cl)(Cl)(Cl)(Cl)[Cl:13]>C(OCC)C>[I:1][C:2]1[CH:10]=[C:9]([F:11])[CH:8]=[CH:7][C:3]=1[C:4]([Cl:13])=[O:5]. Procedure details: A mixture of 2-iodo-4-fluorobenzoic acid (194 mg, 0.73 mmol) and phosphorus pentachloride (152 mg, 0.73 mmol) in diethyl ether (5 mL) was stirred at room temperature for 2 h. The solvent was removed under reduced pressure to yield the 2-iodo-4-fluorobenzoyl chloride. Starting materials: CC(=O)Cl, CO, COc1cc(C(=O)O)ccc1C. Product: COC(=O)c1ccc(C)c(OC)c1. Reaction SMILES: [CH3:13][C:14](=[O:15])[Cl:16].[CH3:17][OH:18].[CH3:1][O:2][c:3]1[cH:4][c:5]([C:6](=[O:7])[OH:8])[cH:9][cH:10][c:11]1[CH3:12]>>[CH3:1][O:2][c:3]1[cH:4][c:5]([C:6](=[O:7])[O:8][CH3:13])[cH:9][cH:10][c:11]1[CH3:12]. Starting materials: NC1=NC(=NS1)C(C(=O)NC1[C@@H]2N(C(=C(CS2)C=CCI)C(=O)OC(C2=CC=CC=C2)C2=CC=CC=C2)C1=O)=NOC (diphenylmethyl 7-[2-(5-amino-1,2,4-thiadiazol-3-yl)-2-methoxyiminoacetamido]-3-(3-iodo-1-propen-1-yl)-3-cephem-4-carboxylate), N1=CC=CC=C1 (pyridine), C(C)(=O)OCC (ethyl acetate). Run in CS(=O)C (dimethylsulfoxide). Reaction conditions: time 1 hour. The product is NC1=NC(=NS1)C(C(=O)NC1[C@@H]2N(C(=C(CS2)C=CC[N+]2=CC=CC=C2)C(=O)[O-])C1=O)=NOC (7-[2-(5-Amino-1,2,4-thiadiazol-3-yl)-2-methoxyiminoacetamido]-3-[3-pyridinio-1-propen-1-yl]-3-cephem-4-carboxylate). Isolated yield 8.0%. Reaction SMILES: [NH2:1][C:2]1[S:6][N:5]=[C:4]([C:7](=[N:40][O:41][CH3:42])[C:8]([NH:10][CH:11]2[C:38](=[O:39])[N:13]3[C:14]([C:22]([O:24]C(C4C=CC=CC=4)C4C=CC=CC=4)=[O:23])=[C:15]([CH:18]=[CH:19][CH2:20]I)[CH2:16][S:17][C@H:12]23)=[O:9])[N:3]=1.[N:43]1[CH:48]=[CH:47][CH:46]=[CH:45][CH:44]=1.C(OCC)(=O)C>CS(C)=O>[NH2:1][C:2]1[S:6][N:5]=[C:4]([C:7](=[N:40][O:41][CH3:42])[C:8]([NH:10][CH:11]2[C:38](=[O:39])[N:13]3[C:14]([C:22]([O-:24])=[O:23])=[C:15]([CH:18]=[CH:19][CH2:20][N+:43]4[CH:48]=[CH:47][CH:46]=[CH:45][CH:44]=4)[CH2:16][S:17][C@H:12]23)=[O:9])[N:3]=1. Procedure: A mixture of diphenylmethyl 7-[2-(5-amino-1,2,4-thiadiazol-3-yl)-2-methoxyiminoacetamido]-3-(3-iodo-1-propen-1-yl)-3-cephem-4-carboxylate (IX-1) (E, 716 mg, 1 mmole), pyridine (158 mg, 2 mmoles) in dimethylsulfoxide (DMSO) (1 ml) was stirred for 1 hour at room temperature. To the mixture was added ethyl acetate (20 ml) to precipitate a solid (620 mg), which was added to formic acid (6 ml) containing sodium bisulfite (60 mg). The mixture was stirred for 30 minutes at 40° C. and concentrated to dr... RXN SMILES: [CH2:1]([O:8][C:9]1[CH:17]=[CH:16][C:12]([C:13]([OH:15])=[O:14])=[CH:11][CH:10]=1)[CH2:2][CH2:3][CH2:4][CH2:5][CH2:6][CH3:7].C(Cl)(=O)C(Cl)=O.O[C:25]1[CH:32]=[CH:31][C:28]([CH:29]=[O:30])=[CH:27][CH:26]=1>C(Cl)Cl.CN(C=O)C>[CH2:1]([O:8][C:9]1[CH:17]=[CH:16][C:12]([C:13]([O:15][C:25]2[CH:32]=[CH:31][C:28]([CH:29]=[O:30])=[CH:27][CH:26]=2)=[O:14])=[CH:11][CH:10]=1)[CH2:2][CH2:3][CH2:4][CH2:5][CH2:6][CH3:7]. Yield: 67.8%. The product is C(CCCCCC)OC1=CC=C(C(=O)OC2=CC=C(C=C2)C=O)C=C1 (4-formylphenyl 4-(heptyloxy)benzoate). Solvent: C(Cl)Cl (DCM), C(Cl)Cl (DCM). Run at time 1 hour. The reagents and catalysts are CN(C)C=O (DMF). The reactants are OC1=CC=C(C=O)C=C1 (4-hydroxy benzaldehyde), TEA, C(CCCCCC)OC1=CC=C(C(=O)O)C=C1 (4-(heptyloxy)benzoic acid), C(C(=O)Cl)(=O)Cl (oxalyl chloride). Reported procedure: Prepared using General Procedure 2: To a stirring solution of 4-(heptyloxy)benzoic acid (1.0 g, 4.23 mmol) in DCM (10 mL) were added DMF (1 drop) and oxalyl chloride (0.47 mL, 5.5 mmol). The reaction mixture was stirred at room temperature for 1 h. Solvent was evaporated under high vacuum. DCM (10 mL) was added and the reaction mixture evaporated again to dryness. The residue was dissolved in DCM (10 mL) then added to a stirring mixture of 4-hydroxy benzaldehyde (0.56 g, 4.6 mmol) and TEA (0.706... Starting materials: CO, COC(=O)c1nc(C(=O)NCc2ccc(F)cc2SC)c(O)c2ncccc12, [Na+], C1COCCO1, [OH-]. The product is CSc1cc(F)ccc1CNC(=O)c1nc(C(=O)O)c2cccnc2c1O. As a reaction SMILES: [CH3:31][OH:32].[F:1][c:2]1[cH:3][c:4]([S:27][CH3:28])[c:5]([CH2:6][NH:7][C:8](=[O:9])[c:10]2[n:11][c:12]([C:21](=[O:22])[O:23][CH3:24])[c:13]3[cH:14][cH:15][cH:16][n:17][c:18]3[c:19]2[OH:20])[cH:25][cH:26]1.[Na+:30].[O:33]1[CH2:34][CH2:35][O:36][CH2:37][CH2:38]1.[OH-:29]>>[F:1][c:2]1[cH:3][c:4]([S:27][CH3:28])[c:5]([CH2:6][NH:7][C:8](=[O:9])[c:10]2[n:11][c:12]([C:21](=[O:22])[OH:23])[c:13]3[cH:14][cH:15][cH:16][n:17][c:18]3[c:19]2[OH:20])[cH:25][cH:26]1. Reported procedure: To {2′-[(cyclopropanecarbonyl-ethyl-amino)-methyl]-4′-fluoro-6-methoxy-biphenyl-3-yl}-acetic acid ethyl ester 0.186 g, 0.45 mmol) in DMF (0.5 mL) was added sodium thiomethoxide (0.035 g, 0.50 mmol), and the reaction was stirred at 85° C. for 2 hours. Analytical LCMS indicated that starting material was still present, so additional sodium thiomethoxide (0.070 g, 1.0 mmol) was added, and the reaction was stirred at 85° C. for another 2 hours. Analytical LCMS showed that no starting material remain... Conditions: temperature 85 celsius, time 2 hour. The reactants are C(C)OC(CC=1C=C(C(=CC1)OC)C1=C(C=C(C=C1)F)CN(CC)C(=O)C1CC1)=O ({2′-[(cyclopropanecarbonyl-ethyl-amino)-methyl]-4′-fluoro-6-methoxy-biphenyl-3-yl}-acetic acid ethyl ester), C[S-].[Na+] (sodium thiomethoxide), ethyl ester, C[S-].[Na+] (sodium thiomethoxide). RXN SMILES: C([O:3][C:4](=[O:30])[CH2:5][C:6]1[CH:7]=[C:8]([C:14]2[CH:19]=[CH:18][C:17](F)=[CH:16][C:15]=2[CH2:21][N:22]([C:25]([CH:27]2[CH2:29][CH2:28]2)=[O:26])[CH2:23][CH3:24])[C:9]([O:12][CH3:13])=[CH:10][CH:11]=1)C.[CH3:31][S-:32].[Na+]>CN(C=O)C>[CH:27]1([C:25]([N:22]([CH2:21][C:15]2[CH:16]=[C:17]([S:32][CH3:31])[CH:18]=[CH:19][C:14]=2[C:8]2[C:9]([O:12][CH3:13])=[CH:10][CH:11]=[C:6]([CH2:5][C:4]([OH:3])=[O:30])[CH:7]=2)[CH2:23][CH3:24])=[O:26])[CH2:29][CH2:28]1 |f:1.2|. Yields the product C1(CC1)C(=O)N(CC)CC1=C(C=CC(=C1)SC)C1=CC(=CC=C1OC)CC(=O)O ({2′-[(Cyclopropanecarbonyl-ethyl-amino)-methyl]-6-methoxy-4′-methylsulfanyl-biphenyl-3-yl}-acetic acid). The solvent is CN(C)C=O (DMF). Reactants: CCCNc1nc(C(F)(F)F)ccc1C=CC(=O)O, Cl, CS(=O)(=O)Nc1cc(F)c(CN)cc1F. Yields the product CCCNc1nc(C(F)(F)F)ccc1C=CC(=O)NCc1cc(F)c(NS(C)(=O)=O)cc1F. As a reaction SMILES: [CH2:17]([CH2:18][CH3:19])[NH:20][c:21]1[n:22][c:23]([C:32]([F:33])([F:34])[F:35])[cH:24][cH:25][c:26]1[CH:27]=[CH:28][C:29](=[O:30])[OH:31].[ClH:16].[NH2:1][CH2:2][c:3]1[cH:4][c:5]([F:15])[c:6]([NH:10][S:11](=[O:12])(=[O:13])[CH3:14])[cH:7][c:8]1[F:9]>>[NH:1]([CH2:2][c:3]1[cH:4][c:5]([F:15])[c:6]([NH:10][S:11](=[O:12])(=[O:13])[CH3:14])[cH:7][c:8]1[F:9])[C:29]([CH:28]=[CH:27][c:26]1[c:21]([NH:20][CH2:17][CH2:18][CH3:19])[n:22][c:23]([C:32]([F:33])([F:34])[F:35])[cH:24][cH:25]1)=[O:30].